This data is from the Open Reaction Database (ORD), a public repository of structured organic reaction records. The task is: describe an organic reaction: reactants, conditions, products, and yield Starting materials: C(C)(=O)O (acetic acid), N1CCCCC1 (piperidine), CC=1OC2=C(C=CC=C2C(C1)=O)C=O (2-Methyl-4-oxo-4H-chromene-8-carbaldehyde), C(CC(=O)C)(=O)OCCC (propyl acetoacetate). The solvent is ClCCl (dichloromethane), ClCCl (dichloromethane). Yields the product CC=1OC2=C(C=CC=C2C(C1)=O)C=C(C(=O)OCCC)C(C)=O (Propyl 2-[(2-methyl-4-oxo-4H-chromen-8-yl)methylene]-3-oxobutanoate). Reaction SMILES: [CH3:1][C:2]1[O:3][C:4]2[C:9]([C:10](=[O:12])[CH:11]=1)=[CH:8][CH:7]=[CH:6][C:5]=2[CH:13]=O.[C:15]([O:21][CH2:22][CH2:23][CH3:24])(=[O:20])[CH2:16][C:17]([CH3:19])=[O:18].C(O)(=O)C.N1CCCCC1>ClCCl>[CH3:1][C:2]1[O:3][C:4]2[C:9]([C:10](=[O:12])[CH:11]=1)=[CH:8][CH:7]=[CH:6][C:5]=2[CH:13]=[C:16]([C:17](=[O:18])[CH3:19])[C:15]([O:21][CH2:22][CH2:23][CH3:24])=[O:20]. Reported procedure: 2-Methyl-4-oxo-4H-chromene-8-carbaldehyde (2 g, 10.62 mmol) and propyl acetoacetate (1.53 g, 10.62 mmol) are dissolved in 500 ml of dichloromethane and, after addition of glacial acetic acid (0.76 ml, 13.28 mmol) and piperidine (0.1 ml, 1.06 mmol), heated under reflux with a water trap for 18 h. After cooling, the reaction mixture is diluted with 50 ml of dichloromethane and washed with 20 ml of sodium chloride solution, the organic phase is dried over sodium sulfate, and the solvent is removed ...